From a dataset of the Open Reaction Database (ORD), a public repository of structured organic reaction records. describe an organic reaction: reactants, conditions, products, and yield Reactants: C(C)(=O)O (acetic acid), C(C)(C)(C)OC(NC1=CC(=CC=C1)C=O)=O ((3-formyl-phenyl)-carbamic acid tert-butyl ester), N1CCC(C(=O)OCC)CC1 (ethyl isonipecotate), TEA, C(#N)[BH3-].[Na+] (Sodium cyanoborohydride). Run in CO (MeOH), O (Water). Conditions: time 2 hour. The product is C(C)OC(=O)C1CCN(CC1)CC1=CC(=CC=C1)NC(=O)OC(C)(C)C (1-(3-tert-Butoxycarbonylamino-benzyl)-piperidine-4-carboxylic acid ethyl ester). Reaction SMILES: [C:1]([O:5][C:6](=[O:16])[NH:7][C:8]1[CH:13]=[CH:12][CH:11]=[C:10]([CH:14]=O)[CH:9]=1)([CH3:4])([CH3:3])[CH3:2].[NH:17]1[CH2:27][CH2:26][CH:20]([C:21]([O:23][CH2:24][CH3:25])=[O:22])[CH2:19][CH2:18]1.C(O)(=O)C.C([BH3-])#N.[Na+]>CO.O>[CH2:24]([O:23][C:21]([CH:20]1[CH2:26][CH2:27][N:17]([CH2:14][C:10]2[CH:11]=[CH:12][CH:13]=[C:8]([NH:7][C:6]([O:5][C:1]([CH3:4])([CH3:3])[CH3:2])=[O:16])[CH:9]=2)[CH2:18][CH2:19]1)=[O:22])[CH3:25] |f:3.4|. Reported procedure: A mixture of (3-formyl-phenyl)-carbamic acid tert-butyl ester (Schadendorf T et al., Tetrahedron Letters (2007), 48(51), 9044-9047), (1 g, 4.52 mmol), ethyl isonipecotate (800 mg, 5.09 mmol) and TEA (0.7 mL, 5 mmol) in MeOH (50 mL) is treated with acetic acid (1.03 mL, 18 mmol) and stirred at RT for 2 h. Sodium cyanoborohydride (398 mg, 6.33 mmol) is added at once and the reaction mixture is stirred for 18 h at RT. Water (5 mL) is added to the mixture and the solvents are evaporated. The residue...